This data is from the Open Reaction Database (ORD), a public repository of structured organic reaction records. The task is: describe an organic reaction: reactants, conditions, products, and yield Starting materials: resultant mixture, resultant mixture, FC1=CC(=C(C=C1)N1C[C@H](N(CC1)S(=O)(=O)C=1C=C(C=CC1)C(C)=O)C)C(F)(F)F (1-[3-({(2R)4-[4-fluoro-2-(trifluoromethyl)phenyl]-2-methylpiperazin-1-yl}sulfonyl)phenyl]ethanone), [Si](C)(C)(C)C(F)(F)F (TMS-CF3), CCCC[N+](CCCC)(CCCC)CCCC.[F-] (TBAF). Solvent: C(=O)(O)[O-].[Na+] (NaHCO3). Conditions: temperature 0 celsius, time 5 hour. Yields the product FC(C(C)(O)C1=CC(=CC=C1)S(=O)(=O)N1[C@@H](CN(CC1)C1=C(C=C(C=C1)F)C(F)(F)F)C)(F)F (1,1,1-trifluoro-2-[3-({(2R)4-[4-fluoro-2-(trifluoromethyl)phenyl]-2-methylpiperazin-1-yl}sulfonyl)phenyl]propan-2-ol). Yield: 64.4%. Reaction SMILES: [F:1][C:2]1[CH:7]=[CH:6][C:5]([N:8]2[CH2:13][CH2:12][N:11]([S:14]([C:17]3[CH:18]=[C:19]([C:23](=[O:25])[CH3:24])[CH:20]=[CH:21][CH:22]=3)(=[O:16])=[O:15])[C@H:10]([CH3:26])[CH2:9]2)=[C:4]([C:27]([F:30])([F:29])[F:28])[CH:3]=1.[Si]([C:35]([F:38])([F:37])[F:36])(C)(C)C.CCCC[N+](CCCC)(CCCC)CCCC.[F-]>C([O-])(O)=O.[Na+]>[F:36][C:35]([F:38])([F:37])[C:23]([C:19]1[CH:20]=[CH:21][CH:22]=[C:17]([S:14]([N:11]2[CH2:12][CH2:13][N:8]([C:5]3[CH:6]=[CH:7][C:2]([F:1])=[CH:3][C:4]=3[C:27]([F:30])([F:29])[F:28])[CH2:9][C@H:10]2[CH3:26])(=[O:16])=[O:15])[CH:18]=1)([OH:25])[CH3:24] |f:2.3,4.5|. Reported procedure: To a solution of (3R)-1-[4-fluoro-2-(trifluoromethyl)phenyl]-3-methylpiperazine (2.5 g, 9.53 mmol) in DCM (50 mL) at 0° C. was added 3-acetyl benzenelsulfonyl chloride (2.08 g, 9.53 mmol) and DIPEA (3.32 mL, 19.06 mmol). The resultant mixture was stirred at room temperature overnight, then washed with H2O first, the aqueous layer was extracted with DCM (2×50 mL). The combined organic layer was dried over Na2SO4. The crude product was purified on SiO2 gel column eluted with 30-40% EtOAc in hexane... Reactants: COC(=O)C=1C=2CN(CC2C=CC1)CC1=CC=CC=C1 (2-benzyl-2,3-dihydro-1H-isoindole-4-carboxylic acid methyl ester), ClC(=O)OC(C)Cl (α-chloroethyl chloroformate). The solvent is ClCCl (dichloromethane). Reaction conditions: temperature -10 celsius, time 30 minute. The product is Cl.COC(=O)C=1C=2CNCC2C=CC1 (2,3-Dihydro-1H-isoindole-4carboxylic acid methyl ester hydrochloride salt). Reaction SMILES: [CH3:1][O:2][C:3]([C:5]1[C:6]2[CH2:7][N:8](CC3C=CC=CC=3)[CH2:9][C:10]=2[CH:11]=[CH:12][CH:13]=1)=[O:4].[Cl:21]C(OC(Cl)C)=O>ClCCl>[ClH:21].[CH3:1][O:2][C:3]([C:5]1[C:6]2[CH2:7][NH:8][CH2:9][C:10]=2[CH:11]=[CH:12][CH:13]=1)=[O:4] |f:3.4|. Procedure details: To a solution of 2-benzyl-2,3-dihydro-1H-isoindole-4-carboxylic acid methyl ester (0.3 g, 1.12 mmol) in dichloromethane (4 ml) at −10° C., was added dropwise α-chloroethyl chloroformate (0.16 ml, 1.46 mmol) and stirred at −10° C. for 30 mins. The solvent was removed by evaporation under reduced pressure and the residue dissolved in methanol (5 ml) and heated to 90° C. for 40 mins. The solution was cooled to room temperature and the solvent removed by evaporation under reduced pressure. The resid... Reactants: S1C=CC=2C1=C[N+](=CC2)[O-] (thieno[2,3-c]pyridine-N-oxide), C1(=CC=C(C=C1)S(=O)(=O)Cl)C (p-toluenesulfonyl chloride), O.N (ammonia water). Run in C(Cl)(Cl)Cl (chloroform), C(Cl)(Cl)Cl (chloroform). Conditions: time 16 hour. Product: NC=1N=CC=C2C1SC=C2 (7-Aminothieno[2,3-c]pyridine). Reaction SMILES: [S:1]1[C:5]2=[CH:6][N+:7]([O-])=[CH:8][CH:9]=[C:4]2[CH:3]=[CH:2]1.C1(C)C=CC(S(Cl)(=O)=O)=CC=1.O.[NH3:23]>C(Cl)(Cl)Cl>[NH2:23][C:6]1[N:7]=[CH:8][CH:9]=[C:4]2[CH:3]=[CH:2][S:1][C:5]=12 |f:2.3|. Reported procedure: To a solution of 16.6 g of thieno[2,3-c]pyridine-N-oxide in 500 ml of chloroform was added 25 g of p-toluenesulfonyl chloride portionwise with ice-cooling over a period of 1 hour. After the reaction mixture was stirred for further 30 minutes under the same conditions, 250 ml of 10% ammonia water was added, and stirred at ambient temperature for 16 hours. The reaction mixture was diluted with 400 ml of chloroform, washed with water and saturated saline, and dried over anhydrous magnesium sulfate.... The reactants are CCOC1=NS(=O)(=O)C(S(C)(=O)=O)=C1Cl, CO, CC#N. The product is CCOC1=NS(=O)(=O)C(S(C)(=O)=O)=C1N. As a reaction SMILES: [CH2:1]([CH3:2])[O:3][C:4]1=[N:5][S:6](=[O:14])(=[O:15])[C:7]([S:10](=[O:11])(=[O:12])[CH3:13])=[C:8]1[Cl:9].[CH3:16][OH:17].[CH3:18][C:19]#[N:20]>>[CH2:1]([CH3:2])[O:3][C:4]1=[N:5][S:6](=[O:14])(=[O:15])[C:7]([S:10](=[O:11])(=[O:12])[CH3:13])=[C:8]1[NH2:20]. Starting materials: BrC1=CC(=C(C=C1OC)C(=O)C1=CC=CC=C1)O ((4-bromo-2-hydroxy-5-methoxyphenyl)(phenyl)methanone), FC(C(=O)O)(F)F (trifluoroacetic acid), C(C)[SiH](CC)CC (triethylsilane), [NH4+].[Cl-] (NH4Cl). The solvent is C(Cl)Cl (DCM), C(Cl)Cl (DCM), O (water). Reaction conditions: time 17 hour. Product: C(C1=CC=CC=C1)C1=C(C=C(C(=C1)OC)Br)O (2-benzyl-5-bromo-4-methoxyphenol). The yield is 72.0%. Reaction SMILES: [Br:1][C:2]1[C:7]([O:8][CH3:9])=[CH:6][C:5]([C:10]([C:12]2[CH:17]=[CH:16][CH:15]=[CH:14][CH:13]=2)=O)=[C:4]([OH:18])[CH:3]=1.FC(F)(F)C(O)=O.C([SiH](CC)CC)C.[NH4+].[Cl-]>C(Cl)Cl.O>[CH2:10]([C:5]1[CH:6]=[C:7]([O:8][CH3:9])[C:2]([Br:1])=[CH:3][C:4]=1[OH:18])[C:12]1[CH:13]=[CH:14][CH:15]=[CH:16][CH:17]=1 |f:3.4|. Reported procedure: To a solution of (4-bromo-2-hydroxy-5-methoxyphenyl)(phenyl)methanone (100 mg, 0.325 mmol) in 0.22 mL of anhydrous DCM (C=1.5M), were successively added dropwise trifluoroacetic acid (0.25 mL, 10 eq) and triethylsilane (0.21 mL, 4 eq). After 17 h of stirring at r.t., the reaction mixture was hydrolyzed with a saturated NH4Cl solution (5 mL) The layers were diluted with 20 mL of DCM and 20 mL of water and then separated. The aqueous layer was extracted twice with DCM (2×5 mL). The combined organi... The reactants are CCOC(C)=O, CC(=O)c1cnc2cn[nH]c2c1Cl, CCO, C=CCN. Product: C=CCNc1c(C(C)=O)cnc2cn[nH]c12. Reaction SMILES: [C:17]([O:18][CH2:19][CH3:20])(=[O:21])[CH3:22].[C:1]([CH3:2])(=[O:3])[c:4]1[c:5]([Cl:13])[c:6]2[c:7]([n:8][cH:9]1)[cH:10][n:11][nH:12]2.[CH2:14]([OH:15])[CH3:16].[CH2:23]([CH:24]=[CH2:25])[NH2:26]>>[C:1]([CH3:2])(=[O:3])[c:4]1[c:5]([NH:26][CH2:23][CH:24]=[CH2:25])[c:6]2[c:7]([n:8][cH:9]1)[cH:10][n:11][nH:12]2. The reactants are CC(C)(C)NS(=O)(=O)c1cccc(-c2cn(-c3nc(-c4cccc(Cl)c4)cc(C(F)(F)F)n3)cn2)c1, ClCCl, O=C(O)C(F)(F)F. Product: NS(=O)(=O)c1cccc(-c2cn(-c3nc(-c4cccc(Cl)c4)cc(C(F)(F)F)n3)cn2)c1. Reaction SMILES: [C:1]([CH3:2])([CH3:3])([CH3:4])[NH:5][S:6](=[O:7])(=[O:8])[c:9]1[cH:10][c:11](-[c:15]2[n:16][cH:17][n:18](-[c:20]3[n:21][c:22](-[c:30]4[cH:31][c:32]([Cl:36])[cH:33][cH:34][cH:35]4)[cH:23][c:24]([C:26]([F:27])([F:28])[F:29])[n:25]3)[cH:19]2)[cH:12][cH:13][cH:14]1.[Cl:44][CH2:45][Cl:46].[F:37][C:38]([F:39])([F:40])[C:41]([OH:42])=[O:43]>>[NH2:5][S:6](=[O:7])(=[O:8])[c:9]1[cH:10][c:11](-[c:15]2[n:16][cH:17][n:18](-[c:20]3[n:21][c:22](-[c:30]4[cH:31][c:32]([Cl:36])[cH:33][cH:34][cH:35]4)[cH:23][c:24]([C:26]([F:27])([F:28])[F:29])[n:25]3)[cH:19]2)[cH:12][cH:13][cH:14]1. Reactants: C(C1=CC=CC=C1)OC=1C(C(=CN(C1C(NCC1=CC(=CC=C1)Cl)=O)CC(OC)OC)CC(=O)O)=O ([5-benzyloxy-6-(3-chlorobenzylcarbamoyl)-1-(2,2-dimethoxyethyl)-4-oxo-1,4-dihydropyridin-3-yl]acetic acid), CN (methylamine), Cl.C(C)N=C=NCCCN(C)C (1-ethyl-3-(3-dimethylaminopropyl)carbodiimide hydrochloride), O.ON1N=NC2=C1C=CC=C2 (1-hydroxybenzotriazole hydrate). Solvent: CN(C=O)C (dimethylformamide), C(Cl)(Cl)Cl (chloroform), CO (methanol). Reaction conditions: time 2 hour. Yields the product ClC=1C=C(CNC(=O)C=2N(C=C(C(C2OCC2=CC=CC=C2)=O)CC(NC)=O)CC(OC)OC)C=CC1 (3-benzyloxy-1-(2,2-dimethoxyethyl)-5-methylcarbamoylmethyl-4-oxo-1,4-dihydropyridine-2-carboxylic acid 3-chlorobenzylamide). Isolated yield 85.8%. Reaction SMILES: [CH2:1]([O:8][C:9]1[C:10](=[O:36])[C:11]([CH2:32][C:33](O)=[O:34])=[CH:12][N:13]([CH2:26][CH:27]([O:30][CH3:31])[O:28][CH3:29])[C:14]=1[C:15](=[O:25])[NH:16][CH2:17][C:18]1[CH:23]=[CH:22][CH:21]=[C:20]([Cl:24])[CH:19]=1)[C:2]1[CH:7]=[CH:6][CH:5]=[CH:4][CH:3]=1.Cl.[CH2:38]([N:40]=C=NCCCN(C)C)C.O.ON1C2C=CC=CC=2N=N1.CN>CN(C)C=O.CO.C(Cl)(Cl)Cl>[Cl:24][C:20]1[CH:19]=[C:18]([CH:23]=[CH:22][CH:21]=1)[CH2:17][NH:16][C:15]([C:14]1[N:13]([CH2:26][CH:27]([O:30][CH3:31])[O:28][CH3:29])[CH:12]=[C:11]([CH2:32][C:33](=[O:34])[NH:40][CH3:38])[C:10](=[O:36])[C:9]=1[O:8][CH2:1][C:2]1[CH:3]=[CH:4][CH:5]=[CH:6][CH:7]=1)=[O:25] |f:1.2,3.4|. Procedure details: To a solution of [5-benzyloxy-6-(3-chlorobenzylcarbamoyl)-1-(2,2-dimethoxyethyl)-4-oxo-1,4-dihydropyridin-3-yl]acetic acid (25 mg) obtained in Example 191, Step 1 in dimethylformamide (0.2 ml), were successively added 1-ethyl-3-(3-dimethylaminopropyl)carbodiimide hydrochloride (19 mg), 1-hydroxybenzotriazole hydrate (15 mg) and methylamine (2M tetrahydrofuran solution) (0.073 ml), and the mixture was stirred at room temperature for 2 hr. The obtained reaction mixture was applied as it was to sil... Starting materials: IN1C(CCC1=O)=O (N-Iodosuccinimide), FC(OC1=C(C(=NN1C)C(F)(F)F)CSC=1OC=CN1)F (2-({[5-(Difluoromethoxy)-1-methyl-3-(trifluoromethyl)-1H-pyrazol-4-yl]methyl}sulfanyl)-1,3-oxazole), O (water). The solvent is CN(C=O)C (dimethylformamide). Product: IC1=CN=C(O1)SCC=1C(=NN(C1OC(F)F)C)C(F)(F)F (5-Iodo-2-({[5-(difluoromethoxy)-1-methyl-3-(trifluoromethyl)-1H-pyrazol-4-yl]methyl}sulfanyl)-1,3-oxazole). RXN SMILES: [F:1][CH:2]([F:21])[O:3][C:4]1[N:8]([CH3:9])[N:7]=[C:6]([C:10]([F:13])([F:12])[F:11])[C:5]=1[CH2:14][S:15][C:16]1[O:17][CH:18]=[CH:19][N:20]=1.[I:22]N1C(=O)CCC1=O.O>CN(C)C=O>[I:22][C:18]1[O:17][C:16]([S:15][CH2:14][C:5]2[C:6]([C:10]([F:12])([F:13])[F:11])=[N:7][N:8]([CH3:9])[C:4]=2[O:3][CH:2]([F:1])[F:21])=[N:20][CH:19]=1. Reported procedure: 2-({[5-(Difluoromethoxy)-1-methyl-3-(trifluoromethyl)-1H-pyrazol-4-yl]methyl}sulfanyl)-1,3-oxazole (0.700 g, 2 mmol) is initially charged in 10 ml of dimethylformamide. N-Iodosuccinimide (0.750 g, 3.3 mmol) is then added a little at a time with stirring. The mixture is stirred at 40° C. for a further 16 hours. For work-up, the reaction mixture is added to water and extracted twice with dichloromethane, and the extracts are then washed with water and finally with saturated NaCl solution. The comb... The reactants are CC1=C(C=CC(=C1)C(C)(CCCC(=O)OC)C)O (2-methyl-4-(5-methoxycarbonyl-2-methyl-pent-2-yl)-phenol), CC(=C)C1=CC=CC=C1 (α-methylstyrene), Cl(=O)(=O)(=O)O (perchloric acid). Solvent: C(Cl)Cl (methylene chloride). The product is C(C)(C)(C1=CC=CC=C1)C=1C=C(C=C(C1O)C)C(CCCC(=O)OC)(C)C (methyl 5-(3-cumyl-4-hydroxy-5-methyl-phenyl)5-methyl-hexanoate). Reaction SMILES: [CH3:1][C:2]1[CH:7]=[C:6]([C:8]([CH3:17])([CH2:10][CH2:11][CH2:12][C:13]([O:15][CH3:16])=[O:14])[CH3:9])[CH:5]=[CH:4][C:3]=1[OH:18].[CH3:19][C:20]([C:22]1[CH:27]=[CH:26][CH:25]=[CH:24][CH:23]=1)=[CH2:21].Cl(O)(=O)(=O)=O>C(Cl)Cl>[C:20]([C:4]1[CH:5]=[C:6]([C:8]([CH3:17])([CH3:9])[CH2:10][CH2:11][CH2:12][C:13]([O:15][CH3:16])=[O:14])[CH:7]=[C:2]([CH3:1])[C:3]=1[OH:18])([C:22]1[CH:27]=[CH:26][CH:25]=[CH:24][CH:23]=1)([CH3:19])[CH3:21]. Reported procedure: 5.0 Parts of 2-methyl-4-(5-methoxycarbonyl-2-methyl-pent-2-yl)-phenol, 2.4 parts of α-methylstyrene, and 0.5 parts of 70% perchloric acid in 25 parts of methylene chloride were reacted and worked up as described in Example 61. Distillation gave methyl 5-(3-cumyl-4-hydroxy-5-methyl-phenyl)5-methyl-hexanoate, b0.7 210°-4° C. as an oil with the following percentage composition by weight.